Dataset: the Open Reaction Database (ORD), a public repository of structured organic reaction records. Task: describe an organic reaction: reactants, conditions, products, and yield Reactants: O=C([O-])[O-], CC#N, O=C(CCCCCl)c1ccc(Cl)s1, [I-], [K+], [K+], [Na+], Oc1ccc(C2=NCCO2)cc1. The product is O=C(CCCCOc1ccc(C2=NCCO2)cc1)c1ccc(Cl)s1. As a reaction SMILES: [C:28](=[O:29])([O-:30])[O-:31].[CH3:34][C:35]#[N:36].[Cl:1][c:2]1[s:3][c:4]([C:7]([CH2:8][CH2:9][CH2:10][CH2:11][Cl:12])=[O:13])[cH:5][cH:6]1.[I-:15].[K+:32].[K+:33].[Na+:14].[OH:16][c:17]1[cH:18][cH:19][c:20]([C:23]2=[N:27][CH2:26][CH2:25][O:24]2)[cH:21][cH:22]1>>[Cl:1][c:2]1[s:3][c:4]([C:7]([CH2:8][CH2:9][CH2:10][CH2:11][O:16][c:17]2[cH:18][cH:19][c:20]([C:23]3=[N:27][CH2:26][CH2:25][O:24]3)[cH:21][cH:22]2)=[O:13])[cH:5][cH:6]1. Reactants: CC1([C@@H]2CCC=3C4=CC[C@H]([C@@H](OCC=C(C)C)C)[C@]4(CCC3[C@]2(CC[C@@H]1O)C)C)C ((3β,5α,20S)-4,4-dimethyl-22-oxacholesta-8,14,24-trien-3-ol), C1(CCC(=O)O1)=O (succinic anhydride), aqueous solution, Cl (hydrochloric acid). Reagents/catalysts: CN(C1=CC=NC=C1)C (4-dimethylaminopyridine). The solvent is N1=CC=CC=C1 (pyridine). Reaction conditions: temperature 60 celsius. Yields the product C(CCC(=O)O[C@@H]1C([C@@H]2CCC=3C4=CC[C@H]([C@@H](OCC=C(C)C)C)[C@]4(CCC3[C@]2(CC1)C)C)(C)C)(=O)O ((3β,5α,20S)-4,4-dimethyl-22-oxacholesta-8,14,24-trien-3-ol hydrogen butanedioate). Yield: 56.3%. RXN SMILES: [CH3:1][C:2]1([CH3:30])[C@@H:26]([OH:27])[CH2:25][CH2:24][C@@:23]2([CH3:28])[C@H:3]1[CH2:4][CH2:5][C:6]1[C:7]3[C@:19]([CH3:29])([CH2:20][CH2:21][C:22]=12)[C@@H:10]([C@H:11]([CH3:18])[O:12][CH2:13][CH:14]=[C:15]([CH3:17])[CH3:16])[CH2:9][CH:8]=3.[C:31]1(=[O:37])[O:36][C:34](=[O:35])[CH2:33][CH2:32]1.Cl>CN(C)C1C=CN=CC=1.N1C=CC=CC=1>[C:34]([OH:36])(=[O:35])[CH2:33][CH2:32][C:31]([O:27][C@H:26]1[CH2:25][CH2:24][C@@:23]2([CH3:28])[C@@H:3]([CH2:4][CH2:5][C:6]3[C:7]4[C@:19]([CH3:29])([CH2:20][CH2:21][C:22]=32)[C@@H:10]([C@H:11]([CH3:18])[O:12][CH2:13][CH:14]=[C:15]([CH3:16])[CH3:17])[CH2:9][CH:8]=4)[C:2]1([CH3:1])[CH3:30])=[O:37]. Reported procedure: A mixture of (3β,5α,20S)-4,4-dimethyl-22-oxacholesta-8,14,24-trien-3-ol (Example 1; 0.50 g), dry pyridine (8 ml), succinic anhydride (3.0 g), and 4-dimethylaminopyridine (20 mg) was heated at 60° C. overnight. After cooling the reaction mixture was poured into a 0.1 M aqueous solution of hydrochloric acid and the product extracted into ethyl acetate. The combined organic phases were washed with water and brine, dried over sodium sulfate, and concentrated under reduced pressure. Column chromatogr... Reactants: N1=CC=CC=C1 (pyridine), C(C1=CC=CC=C1)N1CCC(CC1)N (1-benzylpiperidin-4-amine), C(C)(=O)Cl (acetyl chloride). Run in ClCCl (dichloromethane). Run at time 5 hour. The product is C(C1=CC=CC=C1)N1CCC(CC1)NC(C)=O (N-(1-benzylpiperidin-4-yl)acetamide). RXN SMILES: [CH2:1]([N:8]1[CH2:13][CH2:12][CH:11]([NH2:14])[CH2:10][CH2:9]1)[C:2]1[CH:7]=[CH:6][CH:5]=[CH:4][CH:3]=1.N1C=CC=CC=1.[C:21](Cl)(=[O:23])[CH3:22]>ClCCl>[CH2:1]([N:8]1[CH2:13][CH2:12][CH:11]([NH:14][C:21](=[O:23])[CH3:22])[CH2:10][CH2:9]1)[C:2]1[CH:3]=[CH:4][CH:5]=[CH:6][CH:7]=1. Procedure details: To a solution of 1-benzylpiperidin-4-amine (10 g) in dichloromethane (80 ml), cooled to 5° C., was added pyridine (5.1 ml) followed by acetyl chloride (4.5 ml) and the resulting mixture was stirred for 5 hours. The reaction mixture was washed with 1N NaOH (×2) and then the organic layers were dried and evaporated to dryness to give a solid which was recrystallised from ethyl acetate to give N-(1-benzylpiperidin-4-yl)acetamide. Yield 8.8 g. NMR (d6 DMSO): 1.4 (m, 2H), 1.7 (m, 2H), 1.8 (s, 3H), 2.... Reactants: CC1=CC=C(C=C1)C1=NCCC2=C(C=CC=C12)Cl (1-(4-Methylphenyl)-5-chloro-3,4-dihydroisoquinoline), C1(=CC=CC=C1)SSC1=CC=CC=C1 (diphenyl disulfide). The solvent is C1CCCCC1 (cyclohexane). Yields the product CC1=CC=C(C=C1)C1=NC=CC2=C(C=CC=C12)Cl (1-(4-methylphenyl)-5-chloroisoquinoline). The yield is 78.2%. RXN SMILES: [CH3:1][C:2]1[CH:7]=[CH:6][C:5]([C:8]2[C:17]3[C:12](=[C:13]([Cl:18])[CH:14]=[CH:15][CH:16]=3)[CH2:11][CH2:10][N:9]=2)=[CH:4][CH:3]=1.C1(SSC2C=CC=CC=2)C=CC=CC=1>C1CCCCC1>[CH3:1][C:2]1[CH:3]=[CH:4][C:5]([C:8]2[C:17]3[C:12](=[C:13]([Cl:18])[CH:14]=[CH:15][CH:16]=3)[CH:11]=[CH:10][N:9]=2)=[CH:6][CH:7]=1. Procedure details: 1-(4-Methylphenyl)-5-chloro-3,4-dihydroisoquinoline (29 g) and 24.7 g of diphenyl disulfide were reacted over an oil bath at 220° C. The reaction mixture was dissolved in cyclohexane, and extracted with a 4 N aqueous solution of hydrochloric acid. The aqueous layer was neutralized with an aqueous solution of sodium hydroxide. The resulting oily product was extracted with benzene, washed in water, and dried. The solvent was distilled off, and the residue was recrystallized from benzene to afford ... Reactants: [Br-], COS(=O)(=O)OC, CCCC[N+](CCCC)(CCCC)CCCC, O=Cc1c[nH]c(-c2ccccc2)n1, ClCCl, [K+], [OH-]. The product is Cn1c(C=O)cnc1-c1ccccc1. As a reaction SMILES: [Br-:26].[CH3:16][O:17][S:18]([O:19][CH3:20])(=[O:21])=[O:22].[CH3:27][CH2:28][CH2:29][CH2:30][N+:31]([CH2:32][CH2:33][CH2:34][CH3:35])([CH2:36][CH2:37][CH2:38][CH3:39])[CH2:40][CH2:41][CH2:42][CH3:43].[CH:1](=[O:2])[c:3]1[n:4][c:5](-[c:8]2[cH:9][cH:10][cH:11][cH:12][cH:13]2)[nH:6][cH:7]1.[Cl:23][CH2:24][Cl:25].[K+:15].[OH-:14]>>[CH:1](=[O:2])[c:3]1[n:4]([CH3:16])[c:5](-[c:8]2[cH:9][cH:10][cH:11][cH:12][cH:13]2)[n:6][cH:7]1. The reactants are CC(C)(C)[Si](C)(C)OC1CCCC(I)C1, CC(C)(C)[O-], CCOC(C)=O, CCCCCC, CN(C)C=O, [K+], O=c1ccc(-c2c(-c3ccccc3)nn3ccccc23)n[nH]1, C1COCCOCCOCCOCCOCCO1. Product: CC(C)(C)[Si](C)(C)OC1CCCC(n2nc(-c3c(-c4ccccc4)nn4ccccc34)ccc2=O)C1. As a reaction SMILES: [C:23]([CH3:24])([CH3:25])([CH3:26])[Si:27]([O:28][CH:29]1[CH2:30][CH:31]([I:35])[CH2:32][CH2:33][CH2:34]1)([CH3:36])[CH3:37].[CH3:38][C:39]([CH3:40])([O-:41])[CH3:42].[CH3:62][CH2:63][O:64][C:65](=[O:66])[CH3:67].[CH3:68][CH2:69][CH2:70][CH2:71][CH2:72][CH3:73].[CH3:74][N:75]([CH3:76])[CH:77]=[O:78].[K+:43].[O:1]=[c:2]1[nH:3][n:4][c:5](-[c:8]2[c:9](-[c:17]3[cH:18][cH:19][cH:20][cH:21][cH:22]3)[n:10][n:11]3[c:12]2[cH:13][cH:14][cH:15][cH:16]3)[cH:6][cH:7]1.[O:44]1[CH2:45][CH2:46][O:47][CH2:48][CH2:49][O:50][CH2:51][CH2:52][O:53][CH2:54][CH2:55][O:56][CH2:57][CH2:58][O:59][CH2:60][CH2:61]1>>[O:1]=[c:2]1[n:3]([CH:31]2[CH2:30][CH:29]([O:28][Si:27]([C:23]([CH3:24])([CH3:25])[CH3:26])([CH3:36])[CH3:37])[CH2:34][CH2:33][CH2:32]2)[n:4][c:5](-[c:8]2[c:9](-[c:17]3[cH:18][cH:19][cH:20][cH:21][cH:22]3)[n:10][n:11]3[c:12]2[cH:13][cH:14][cH:15][cH:16]3)[cH:6][cH:7]1. Reactants: C(C)OC(C(C)(OC1=C(C=C(C=C1)CN(CC=1OC=CC1)C1=C(N=C(S1)C1=CC=C(C=C1)C(F)(F)F)C)C)C)=O (2-Methyl-2-(2-methyl-4-{([4-methyl-2-(4-trifluoromethylphenyl)thiazol-5-yl]furan-2-ylmethylamino)methyl}phenoxy)propionic acid ethyl ester), [OH-].[Na+] (NaOH), [OH-].[Na+] (NaOH). Run in CCO (EtOH). Conditions: temperature 70 celsius, time 2 hour. The product is CC(C(=O)O)(C)OC1=C(C=C(C=C1)CN(CC=1OC=CC1)C1=C(N=C(S1)C1=CC=C(C=C1)C(F)(F)F)C)C (2-Methyl-2-(2-methyl-4-{([4-methyl-2-(4-trifluoromethylphenyl)thiazol-5-yl]furan-2-ylmethylamino)methyl}phenoxy)propionic acid). The yield is 96.2%. Reaction SMILES: C([O:3][C:4](=[O:40])[C:5]([CH3:39])([O:7][C:8]1[CH:13]=[CH:12][C:11]([CH2:14][N:15]([C:22]2[S:26][C:25]([C:27]3[CH:32]=[CH:31][C:30]([C:33]([F:36])([F:35])[F:34])=[CH:29][CH:28]=3)=[N:24][C:23]=2[CH3:37])[CH2:16][C:17]2[O:18][CH:19]=[CH:20][CH:21]=2)=[CH:10][C:9]=1[CH3:38])[CH3:6])C.[OH-].[Na+]>CCO>[CH3:39][C:5]([O:7][C:8]1[CH:13]=[CH:12][C:11]([CH2:14][N:15]([C:22]2[S:26][C:25]([C:27]3[CH:28]=[CH:29][C:30]([C:33]([F:35])([F:36])[F:34])=[CH:31][CH:32]=3)=[N:24][C:23]=2[CH3:37])[CH2:16][C:17]2[O:18][CH:19]=[CH:20][CH:21]=2)=[CH:10][C:9]=1[CH3:38])([CH3:6])[C:4]([OH:40])=[O:3] |f:1.2|. Procedure details: To a solution of example 92 (120 mg, 0.21 mmol) in EtOH (20 mL) was added 1N NaOH (0.63 mL, 3 eq.) and the reaction was stirred at 70° C. for 2 h. Another 3 eq. of 1N NaOH was added and the reaction stirred for an additional 2 h at 70° C. When all of the starting material had disappeared, the reaction cooled, evaporated to dryness, taken up with 1N HCl, the precipitate collected and washed with water. The precipitate dried under vacuum to afford the title compound as a yellow solid (110 mg, 96%)... Starting materials: BrCc1ccccc1, N#Cc1n[nH]c2ccccc12, C1CCOC1, [H-], [Na+]. Yields the product N#Cc1nn(Cc2ccccc2)c2ccccc12. RXN SMILES: [Br:14][CH2:15][c:16]1[cH:17][cH:18][cH:19][cH:20][cH:21]1.[C:3](#[N:4])[c:5]1[n:6][nH:7][c:8]2[cH:9][cH:10][cH:11][cH:12][c:13]12.[CH2:22]1[O:23][CH2:24][CH2:25][CH2:26]1.[H-:2].[Na+:1]>>[C:3](#[N:4])[c:5]1[n:6][n:7]([CH2:15][c:16]2[cH:17][cH:18][cH:19][cH:20][cH:21]2)[c:8]2[cH:9][cH:10][cH:11][cH:12][c:13]12. Starting materials: C(C)(=O)O (acetic acid), [AlH]1OCCCC1 (alumoxane). Solvent: O (water), O (water). Reaction conditions: temperature 1100 celsius, time 1 hour. The product is C(C)(=O)[O-].[AlH]1OCCCC1 (Acetate alumoxane). As a reaction SMILES: [C:1]([OH:4])(=[O:3])[CH3:2].[AlH:5]1[CH2:10][CH2:9][CH2:8][CH2:7][O:6]1>O>[C:1]([O-:4])(=[O:3])[CH3:2].[AlH:5]1[CH2:10][CH2:9][CH2:8][CH2:7][O:6]1 |f:3.4|. Procedure details: Pseudoboehmite (20.0 g) was slowly added to a vigorously stirring mixture of acetic acid (51.0 mL) in water (200 mL). The resulting slurry was decanted after 10 minutes and then centrifuged at 6000 rpm for 1 hour to yield a clear viscous solution. Removal of the volatiles in vacuo (10−2 Torr) at 90° C. results in clear, white granules. The granules were dissolved in water and dried for 24 hours at 80° C. to yield a clear glassy material. The alumoxane was heated from 25° C. to 225° C. at the rat...